Dataset: the Open Reaction Database (ORD), a public repository of structured organic reaction records. Task: describe an organic reaction: reactants, conditions, products, and yield Reactants: C(C)(C)(C)OC(NCCCCOC1=C(C(=CC=C1)OCC1=CC=CC=C1)SC)=O ([4-(3-benzyloxy-2-methylsulfanylphenoxy)-butyl]-carbamic acid tert-butyl ester), C1=CC(=CC(=C1)Cl)C(=O)OO (mCPBA), O (Water). The solvent is C(Cl)Cl (methylene chloride). Run at time 2 hour. The product is C(C)(C)(C)OC(NCCCCOC1=C(C(=CC=C1)OCC1=CC=CC=C1)S(=O)C)=O ([4-(3-Benzyloxy-2-methanesulfinylphenoxy)-butyl]-carbamic Acid Tert-butyl Ester). As a reaction SMILES: [C:1]([O:5][C:6](=[O:29])[NH:7][CH2:8][CH2:9][CH2:10][CH2:11][O:12][C:13]1[CH:18]=[CH:17][CH:16]=[C:15]([O:19][CH2:20][C:21]2[CH:26]=[CH:25][CH:24]=[CH:23][CH:22]=2)[C:14]=1[S:27][CH3:28])([CH3:4])([CH3:3])[CH3:2].C1C=C(Cl)C=C(C(OO)=[O:38])C=1.O>C(Cl)Cl>[C:1]([O:5][C:6](=[O:29])[NH:7][CH2:8][CH2:9][CH2:10][CH2:11][O:12][C:13]1[CH:18]=[CH:17][CH:16]=[C:15]([O:19][CH2:20][C:21]2[CH:26]=[CH:25][CH:24]=[CH:23][CH:22]=2)[C:14]=1[S:27]([CH3:28])=[O:38])([CH3:4])([CH3:3])[CH3:2]. Procedure: To a solution of [4-(3-benzyloxy-2-methylsulfanylphenoxy)-butyl]-carbamic acid tert-butyl ester (600 mg, 1.44 mmol) in methylene chloride (15 mL) is added mCPBA (355 mg, 1.44 mmol) and the mixture is stirred at RT for 2 h. Water is added the organic phase is washed with saturated NaHCO3, water and brine then is dried over sodium sulfate. The solvent is removed under reduced pressure to give the title compound as an oil. Reactants: ClC1=NC=CC=C1S(=O)(=O)Cl (2-chloropyridine-3-sulfonyl chloride), CC=1C=CC(=NC1C)N (5,6-dimethylpyridin-2-amine). The yield is 85.7%. Procedure: The title compound (5.0 g, 16.8 mmol) was prepared from 2-chloropyridine-3-sulfonyl chloride (5.0 g, 23.7 mmol) and 5,6-dimethylpyridin-2-amine (2.4 g, 19.6 mmol) in pyridine (25 mL) at rt using the methods of (IntC1), step 1. Product: ClC1=NC=CC=C1S(=O)(=O)NC1=NC(=C(C=C1)C)C (2-chloro-N-(5,6-dimethylpyridin-2-yl)pyridine-3-sulfonamide). As a reaction SMILES: [Cl:1][C:2]1[C:7]([S:8](Cl)(=[O:10])=[O:9])=[CH:6][CH:5]=[CH:4][N:3]=1.[CH3:12][C:13]1[CH:14]=[CH:15][C:16]([NH2:20])=[N:17][C:18]=1[CH3:19]>N1C=CC=CC=1>[Cl:1][C:2]1[C:7]([S:8]([NH:20][C:16]2[CH:15]=[CH:14][C:13]([CH3:12])=[C:18]([CH3:19])[N:17]=2)(=[O:10])=[O:9])=[CH:6][CH:5]=[CH:4][N:3]=1. The solvent is N1=CC=CC=C1 (pyridine). Starting materials: O=C([O-])O, ClCCl, [Na+], CC(C)(C)OC(=O)N(C(=O)OC(C)(C)C)c1ncccc1-c1cc(Cc2ccc(COc3ccccn3)cc2)no1. Yields the product Nc1ncccc1-c1cc(Cc2ccc(COc3ccccn3)cc2)no1. As a reaction SMILES: [C:42](=[O:43])([OH:44])[O-:45].[Cl:47][CH2:48][Cl:49].[Na+:46].[n:1]1[c:2]([O:7][CH2:8][c:9]2[cH:10][cH:11][c:12]([CH2:13][c:14]3[n:15][o:16][c:17](-[c:19]4[c:20]([N:25]([C:26]([O:27][C:28]([CH3:29])([CH3:30])[CH3:31])=[O:32])[C:33]([O:34][C:35]([CH3:36])([CH3:37])[CH3:38])=[O:39])[n:21][cH:22][cH:23][cH:24]4)[cH:18]3)[cH:40][cH:41]2)[cH:3][cH:4][cH:5][cH:6]1>>[n:1]1[c:2]([O:7][CH2:8][c:9]2[cH:10][cH:11][c:12]([CH2:13][c:14]3[n:15][o:16][c:17](-[c:19]4[c:20]([NH2:25])[n:21][cH:22][cH:23][cH:24]4)[cH:18]3)[cH:40][cH:41]2)[cH:3][cH:4][cH:5][cH:6]1. The product is CCCCC(F)(F)C(=O)C=CC1C(OC2CCCCO2)CC(OC(C)=O)C1CCCCCCC(=O)OC. Reactants: COC(=O)CCCCCCC1C(OC(C)=O)CC(OC2CCCCO2)C1C=O, CCCCC(F)(F)C(=O)CP(=O)(OC)OC, COC(C)(C)C, [Li+], [OH-], O, O. As a reaction SMILES: [C:20]([CH3:21])(=[O:22])[O:23][CH:24]1[CH2:25][CH:26]([O:41][CH:42]2[O:43][CH2:44][CH2:45][CH2:46][CH2:47]2)[CH:27]([CH:39]=[O:40])[CH:28]1[CH2:29][CH2:30][CH2:31][CH2:32][CH2:33][CH2:34][C:35](=[O:36])[O:37][CH3:38].[CH3:1][O:2][P:3](=[O:4])([O:5][CH3:6])[CH2:7][C:8]([C:9]([CH2:10][CH2:11][CH2:12][CH3:13])([F:14])[F:15])=[O:16].[CH3:48][O:49][C:50]([CH3:51])([CH3:52])[CH3:53].[Li+:19].[OH-:18].[OH2:17].[OH2:54]>>[CH:7]([C:8]([C:9]([CH2:10][CH2:11][CH2:12][CH3:13])([F:14])[F:15])=[O:16])=[CH:39][CH:27]1[CH:26]([O:41][CH:42]2[O:43][CH2:44][CH2:45][CH2:46][CH2:47]2)[CH2:25][CH:24]([O:23][C:20]([CH3:21])=[O:22])[CH:28]1[CH2:29][CH2:30][CH2:31][CH2:32][CH2:33][CH2:34][C:35](=[O:36])[O:37][CH3:38].